From a dataset of the Open Reaction Database (ORD), a public repository of structured organic reaction records. describe an organic reaction: reactants, conditions, products, and yield Starting materials: CCOC(=O)c1coc2c1C(=O)CC(c1ccccc1)C2, C1CCOC1, [Na+], [OH-]. Product: O=C(O)c1coc2c1C(=O)CC(c1ccccc1)C2. RXN SMILES: [CH2:1]([CH3:2])[O:3][C:4](=[O:5])[c:6]1[cH:7][o:8][c:9]2[c:10]1[C:11](=[O:21])[CH2:12][CH:13]([c:15]1[cH:16][cH:17][cH:18][cH:19][cH:20]1)[CH2:14]2.[CH2:24]1[O:25][CH2:26][CH2:27][CH2:28]1.[Na+:23].[OH-:22]>>[O:3]=[C:4]([OH:5])[c:6]1[cH:7][o:8][c:9]2[c:10]1[C:11](=[O:21])[CH2:12][CH:13]([c:15]1[cH:16][cH:17][cH:18][cH:19][cH:20]1)[CH2:14]2. Reactants: BrC1=CN=C2N1N=C(C=C2)NC(CO)CC (2-(3-Bromoimidazo[1,2-b]pyridazin-6-ylamino)butan-1-ol), C(=C\CCCC)/B(O)O ((E)-1-hexeneboronic acid). Product: C(=C\CCCC)/C1=CN=C2N1N=C(C=C2)NC(CO)CC ((E)-2-(3-(Hex-1-enyl)imidazo[1,2-b]pyridazin-6-ylamino)butan-1-ol). The yield is 38.0%. As a reaction SMILES: Br[C:2]1[N:6]2[N:7]=[C:8]([NH:11][CH:12]([CH2:15][CH3:16])[CH2:13][OH:14])[CH:9]=[CH:10][C:5]2=[N:4][CH:3]=1.[CH:17](/B(O)O)=[CH:18]\[CH2:19][CH2:20][CH2:21][CH3:22]>>[CH:17](/[C:2]1[N:6]2[N:7]=[C:8]([NH:11][CH:12]([CH2:15][CH3:16])[CH2:13][OH:14])[CH:9]=[CH:10][C:5]2=[N:4][CH:3]=1)=[CH:18]\[CH2:19][CH2:20][CH2:21][CH3:22]. Procedure: Prepared from the product of step A and (E)-1-hexeneboronic acid according to general procedure 2 providing the title compound (27 mg, 38%) as an off-white solid; 1H NMR (500 MHz, CD3OD) δ 7.51 (d, J=9.7 Hz, 1H), 7.40 (s, 1H), 6.76-6.70 (m, 1H), 6.66 (d, J=9.7 Hz, 1H), 6.61 (d, J=16.1 Hz, 1H), 3.93-3.89 (m, 1H), 3.70-3.67 (m, 2H), 2.35-2.30 (m, 2H), 1.81-1.76 (m, 1H), 1.69-1.65 (m, 1H), 1.53-1.48 (m, 2H), 1.45-1.40 (m, 2H), 1.04-1.01 (t, J=7.3 Hz, 3H), 0.55 (t, J=7.3 Hz, 3H); 13C NMR (75 MHz, CD... The reactants are O=C([O-])[O-], CN(C)C=O, Cc1nc2cnc(Cl)cc2c(=O)n1-c1ccc(OCCCN2CCCCC2)cc1O, [K+], [K+], Cc1ccc(S(=O)(=O)OCCF)cc1, O. Product: Cc1nc2cnc(Cl)cc2c(=O)n1-c1ccc(OCCCN2CCCCC2)cc1OCCF. Reaction SMILES: [C:45](=[O:46])([O-:47])[O-:48].[CH3:52][N:53]([CH3:54])[CH:55]=[O:56].[Cl:1][c:2]1[cH:3][c:4]2[c:5]([n:6][c:7]([CH3:28])[n:8](-[c:11]3[c:12]([OH:27])[cH:13][c:14]([O:17][CH2:18][CH2:19][CH2:20][N:21]4[CH2:22][CH2:23][CH2:24][CH2:25][CH2:26]4)[cH:15][cH:16]3)[c:9]2=[O:10])[cH:29][n:30]1.[K+:49].[K+:50].[O:31]([S:32]([c:33]1[cH:34][cH:35][c:36]([CH3:37])[cH:38][cH:39]1)(=[O:40])=[O:41])[CH2:42][CH2:43][F:44].[OH2:51]>>[Cl:1][c:2]1[cH:3][c:4]2[c:5]([n:6][c:7]([CH3:28])[n:8](-[c:11]3[c:12]([O:27][CH2:42][CH2:43][F:44])[cH:13][c:14]([O:17][CH2:18][CH2:19][CH2:20][N:21]4[CH2:22][CH2:23][CH2:24][CH2:25][CH2:26]4)[cH:15][cH:16]3)[c:9]2=[O:10])[cH:29][n:30]1. Reactants: C(C)(C)O (isopropyl alcohol), CC=1C=C2C(CCC3(C(NC(CC3)=O)=O)C2=CC1)=O (2,3-dihydro-6-methylspiro-[naphthalene-1(4H),3'-piperidine]-2',4,6'-trione). Product: CN1C(C2(CCC1=O)CCC(C1=CC(=CC=C12)C)=O)=O (1',6-dimethyl-2,3-dihydrospiro-[naphthalene-1(4H),3'-piperidine]-2',4,6'-trione). The yield is 80.0%. As a reaction SMILES: [CH3:1][C:2]1[CH:3]=[C:4]2[C:16](=[CH:17][CH:18]=1)[C:8]1([CH2:13][CH2:12][C:11](=[O:14])[NH:10][C:9]1=[O:15])[CH2:7][CH2:6][C:5]2=[O:19].[CH:20](O)(C)C>>[CH3:20][N:10]1[C:11](=[O:14])[CH2:12][CH2:13][C:8]2([C:16]3[C:4](=[CH:3][C:2]([CH3:1])=[CH:18][CH:17]=3)[C:5](=[O:19])[CH2:6][CH2:7]2)[C:9]1=[O:15]. Reported procedure: Following the procedure noted in Example 5, 38.6 grams (0.15 M) of 2,3-dihydro-6-methylspiro-[naphthalene-1(4H),3'-piperidine]-2',4,6'-trione was methylated to give 32.5 grams (80%) of 1',6-dimethyl-2,3-dihydrospiro-[naphthalene-1(4H),3'-piperidine]-2',4,6'-trione, melting point 146°-147.5° C. from isopropyl alcohol. Reactants: C1(=CC=CC=C1)N(CC1=CC=C(C=C1)\C=C\[C@H]1NCCC1)CC1=CC=C(C=C1)NC(=O)[C@H]1NCCC1 ((S)-N-(4-((phenyl(4-((E)-2-((S)-pyrrolidin-2-yl)vinyl)benzyl)amino)methyl)phenyl)pyrrolidine-2-carboxamide), COC(=O)N[C@H](C(=O)O)C(C)(C)C ((S)-2-(methoxycarbonylamino)-3,3-dimethylbutanoic acid). Yields the product COC(=O)N[C@@H](C(C)(C)C)C(=O)N1[C@H](C(=O)NC2=CC=C(C=C2)CN(C2=CC=CC=C2)CC2=CC=C(C=C2)\C=C\[C@H]2N(CCC2)C([C@@H](NC(=O)OC)C(C)(C)C)=O)CCC1 (N-(methoxycarbonyl)-3-methyl-L-valyl-N-(4-{[{4-[(E)-2-{(2S)-1-[N-(methoxycarbonyl)-3-methyl-L-valyl]pyrrolidin-2-yl}ethenyl]benzyl}(phenyl)amino]methyl}phenyl)-L-prolinamide). Isolated yield 45.8%. Reaction SMILES: [C:1]1([N:7]([CH2:22][C:23]2[CH:28]=[CH:27][C:26]([NH:29][C:30]([C@@H:32]3[CH2:36][CH2:35][CH2:34][NH:33]3)=[O:31])=[CH:25][CH:24]=2)[CH2:8][C:9]2[CH:14]=[CH:13][C:12](/[CH:15]=[CH:16]/[C@@H:17]3[CH2:21][CH2:20][CH2:19][NH:18]3)=[CH:11][CH:10]=2)[CH:6]=[CH:5][CH:4]=[CH:3][CH:2]=1.[CH3:37][O:38][C:39]([NH:41][C@@H:42]([C:46]([CH3:49])([CH3:48])[CH3:47])[C:43](O)=[O:44])=[O:40]>>[CH3:37][O:38][C:39]([NH:41][C@H:42]([C:43]([N:33]1[CH2:34][CH2:35][CH2:36][C@H:32]1[C:30]([NH:29][C:26]1[CH:25]=[CH:24][C:23]([CH2:22][N:7]([CH2:8][C:9]2[CH:10]=[CH:11][C:12](/[CH:15]=[CH:16]/[C@@H:17]3[CH2:21][CH2:20][CH2:19][N:18]3[C:43](=[O:44])[C@H:42]([C:46]([CH3:49])([CH3:48])[CH3:47])[NH:41][C:39]([O:38][CH3:37])=[O:40])=[CH:13][CH:14]=2)[C:1]2[CH:2]=[CH:3][CH:4]=[CH:5][CH:6]=2)=[CH:28][CH:27]=1)=[O:31])=[O:44])[C:46]([CH3:47])([CH3:48])[CH3:49])=[O:40]. Procedure: The product from Example 149H (35 mg, 0.73 mmol) and (S)-2-(methoxycarbonylamino)-3,3-dimethylbutanoic acid (33.1 mg, 0.175 mmol) were processed using the method described in Example 43 to afford 33 mg (55%) of the title compound. 1H NMR (500 MHz, DMSO-D6) δ ppm 9.98 (s, 1H), 7.50 (d, J=8.4 Hz, 2H), 7.28 (d, J=8.3 Hz, 2H), 7.17 (m, 4H), 7.06 (m, 3H), 6.63 (m, 2H), 6.55 (t, J=7.3 Hz, 1H), 6.37 (d, J=15.7 Hz, 1H), 6.22 (m, 1H), 6.17 (dd, J=16.0, 6.3 Hz, 1H), 4.63 (m, 1H), 4.61 (s, 2H), 4.58 (s, 2H...